Task: describe an organic reaction: reactants, conditions, products, and yield. Dataset: the Open Reaction Database (ORD), a public repository of structured organic reaction records The reactants are C[Si](C)(C)C#CC(CCO)Cc1ccccc1, CO, [F-], [K+]. The product is C#CC(CCO)Cc1ccccc1. Reaction SMILES: [CH2:1]([c:2]1[cH:3][cH:4][cH:5][cH:6][cH:7]1)[CH:8]([C:9]#[C:10][Si:11]([CH3:12])([CH3:13])[CH3:14])[CH2:15][CH2:16][OH:17].[CH3:20][OH:21].[F-:18].[K+:19]>>[CH2:1]([c:2]1[cH:3][cH:4][cH:5][cH:6][cH:7]1)[CH:8]([C:9]#[CH:10])[CH2:15][CH2:16][OH:17]. The reactants are [N+](=O)([O-])C=1C=CC(=NC1)N1CCN(CC1)C1=C(C(=NC(=N1)C(F)(F)F)C1=CC=C(C=C1)F)C=1C=C(C=CC1)S(=O)(=O)N (3-[6-{4-[5-(Nitro)pyridin-2-yl]piperazin-1-yl}-4-[4-fluorophenyl]-2-(trifluoromethyl)pyrimidin-5-yl]benzenesulfonamide), O.O.[Sn](Cl)Cl (tin (II) chloride dihydrate), C([O-])(O)=O.[Na+] (sodium bicarbonate). Run in Cl (hydrochloric acid). Run at time 24 hour. The product is NC=1C=CC(=NC1)N1CCN(CC1)C1=C(C(=NC(=N1)C(F)(F)F)C1=CC=C(C=C1)F)C=1C=C(C=CC1)S(=O)(=O)N (3-[6-{4-[5-(amino)pyridin-2-yl]piperazin-1-yl}-4-[4-fluoro phenyl]-2-(trifluoromethyl)pyrimidin-5-yl]benzenesulfonamide). RXN SMILES: [N+:1]([C:4]1[CH:5]=[CH:6][C:7]([N:10]2[CH2:15][CH2:14][N:13]([C:16]3[N:21]=[C:20]([C:22]([F:25])([F:24])[F:23])[N:19]=[C:18]([C:26]4[CH:31]=[CH:30][C:29]([F:32])=[CH:28][CH:27]=4)[C:17]=3[C:33]3[CH:34]=[C:35]([S:39]([NH2:42])(=[O:41])=[O:40])[CH:36]=[CH:37][CH:38]=3)[CH2:12][CH2:11]2)=[N:8][CH:9]=1)([O-])=O.O.O.[Sn](Cl)Cl.C(=O)(O)[O-].[Na+]>Cl>[NH2:1][C:4]1[CH:5]=[CH:6][C:7]([N:10]2[CH2:15][CH2:14][N:13]([C:16]3[N:21]=[C:20]([C:22]([F:23])([F:24])[F:25])[N:19]=[C:18]([C:26]4[CH:31]=[CH:30][C:29]([F:32])=[CH:28][CH:27]=4)[C:17]=3[C:33]3[CH:34]=[C:35]([S:39]([NH2:42])(=[O:41])=[O:40])[CH:36]=[CH:37][CH:38]=3)[CH2:12][CH2:11]2)=[N:8][CH:9]=1 |f:1.2.3,4.5|. Procedure details: 3-[6-{4-[5-(Nitro)pyridin-2-yl]piperazin-1-yl}-4-[4-fluorophenyl]-2-(trifluoromethyl)pyrimidin-5-yl]benzenesulfonamide (0.13 g, 0.22 mmol) was taken in concentrated hydrochloric acid (1.5 ml) and to this tin (II) chloride dihydrate (0.145 g, 0.65 mmol) was added and the reaction mixture was stirred for 24 hours at room temperature. Subsequently the reaction mixture was poured onto crushed ice, neutralized with sodium bicarbonate, and extracted with ethyl acetate. Evaporation of the solvent yield... The reactants are OCCO, CC(C)(C)[O-], O=Cc1c2ccccc2c(Cl)c2ccccc12, [K+], O. Yields the product O=Cc1c2ccccc2c(OCCO)c2ccccc12. Reaction SMILES: [CH2:7]([CH2:8][OH:9])[OH:10].[CH3:1][C:2]([CH3:3])([O-:4])[CH3:5].[Cl:11][c:12]1[c:13]2[cH:14][cH:15][cH:16][cH:17][c:18]2[c:19]([CH:26]=[O:27])[c:20]2[cH:21][cH:22][cH:23][cH:24][c:25]12.[K+:6].[OH2:28]>>[CH2:7]([CH2:8][OH:9])[O:10][c:12]1[c:13]2[cH:14][cH:15][cH:16][cH:17][c:18]2[c:19]([CH:26]=[O:27])[c:20]2[cH:21][cH:22][cH:23][cH:24][c:25]12. Starting materials: FC(C=1C=C2C(C(NC2=CC1)=O)=O)(F)F (5-triflouromethylisatin), Cl.NCC(=O)C1=CC=C(C=C1)C1=C(C=CC=C1)F (2-amino-1-(2'-fluoro[1,1'-biphenyl]-4-yl)-ethanone hydrochloride), O (water). Product: NC=1C(=NC2=CC=C(C=C2C1C(=O)O)C(F)(F)F)C1=CC=C(C=C1)C1=C(C=CC=C1)F (3--Amino-6-trifluoromethyl-2-(2'-fluoro[1,1'-biphenyl]-4-vl)-4-quinolinecarboxylic acid). As a reaction SMILES: [F:1][C:2]([F:15])([F:14])[C:3]1[CH:4]=[C:5]2[C:9](=[CH:10][CH:11]=1)[NH:8][C:7](=[O:12])[C:6]2=O.Cl.[NH2:17][CH2:18][C:19]([C:21]1[CH:26]=[CH:25][C:24]([C:27]2[CH:32]=[CH:31][CH:30]=[CH:29][C:28]=2[F:33])=[CH:23][CH:22]=1)=O.[OH2:34]>>[NH2:17][C:18]1[C:19]([C:21]2[CH:26]=[CH:25][C:24]([C:27]3[CH:32]=[CH:31][CH:30]=[CH:29][C:28]=3[F:33])=[CH:23][CH:22]=2)=[N:8][C:9]2[C:5]([C:6]=1[C:7]([OH:34])=[O:12])=[CH:4][C:3]([C:2]([F:15])([F:14])[F:1])=[CH:11][CH:10]=2 |f:1.2|. Procedure details: A solution of 6.45 g of 5-triflouromethylisatin in water was reacted with 7.97 g of 2-amino-1-(2'-fluoro[1,1'-biphenyl]-4-yl)-ethanone hydrochloride (example 17) by the procedure described in example 18, giving 9.0 g of the desired compound as a yellow solid, mp 255°-260° C.